Task: describe an organic reaction: reactants, conditions, products, and yield. Dataset: the Open Reaction Database (ORD), a public repository of structured organic reaction records Reactants: [Al+3].[Cl-].[Cl-].[Cl-] (AlCl3), COC(OC)=O (dimethylcarbonate), C1(=CC=CC=C1)O (phenol), COC(OC)=O (DMC). Product: C1(=CC=CC=C1)O (phenol), Ph, C1(=CC=CC=C1)COC([O-])=O (phenylmethylcarbonate). RXN SMILES: [CH3:1][O:2][C:3](=[O:6])[O:4]C.[C:7]1([OH:13])[CH:12]=[CH:11][CH:10]=[CH:9][CH:8]=1.[Al+3].[Cl-].[Cl-].[Cl-]>>[C:7]1([OH:13])[CH:12]=[CH:11][CH:10]=[CH:9][CH:8]=1.[C:7]1([CH2:1][O:2][C:3](=[O:6])[O-:4])[CH:12]=[CH:11][CH:10]=[CH:9][CH:8]=1 |f:2.3.4.5|. Procedure: The reaction between dimethylcarbonate (DMC) and phenol (phen) was carried out in the presence of anhydrous AlCl3 in the molar ratio DMC/phen/cat=5/1/0.05. The temperature was 98° C., the methyl alcohol -DMC azeotrope was distilled at a reflux ratio of 10:1. After 8 hours obtained a phenol conversion equal 15.5% at a Ph MC selectivity of 95% (Ph MC=phenylmethylcarbonate), the remaining 5% of phenol being converted to anisole. Yields the product CCOC(=O)c1ccc(C#CC2CCCN2C(=O)Cc2ccc(NC(=O)Nc3ccccc3)c(OC)c2)cc1. Starting materials: CCOC(=O)c1ccc(C#CC2CCCN2)cc1, ClCCCl, COc1cc(CC(=O)O)ccc1NC(=O)Nc1ccccc1, CN(C)c1ccncc1, Cl, CN(C)C=O, On1nnc2ccccc21. RXN SMILES: [CH2:23]([CH3:24])[O:25][C:26](=[O:27])[c:28]1[cH:29][cH:30][c:31]([C:34]#[C:35][CH:36]2[NH:37][CH2:38][CH2:39][CH2:40]2)[cH:32][cH:33]1.[CH2:41]([Cl:42])[CH2:43][Cl:44].[CH3:1][O:2][c:3]1[cH:4][c:5]([CH2:19][C:20](=[O:21])[OH:22])[cH:6][cH:7][c:8]1[NH:9][C:10](=[O:11])[NH:12][c:13]1[cH:14][cH:15][cH:16][cH:17][cH:18]1.[CH3:56][N:57]([c:58]1[cH:59][cH:60][n:61][cH:62][cH:63]1)[CH3:64].[ClH:55].[O:65]=[CH:66][N:67]([CH3:68])[CH3:69].[OH:45][n:46]1[c:47]2[c:48]([cH:49][cH:50][cH:51][cH:52]2)[n:53][n:54]1>>[CH3:1][O:2][c:3]1[cH:4][c:5]([CH2:19][C:20](=[O:22])[N:37]2[CH:36]([C:35]#[C:34][c:31]3[cH:30][cH:29][c:28]([C:26]([O:25][CH2:23][CH3:24])=[O:27])[cH:33][cH:32]3)[CH2:40][CH2:39][CH2:38]2)[cH:6][cH:7][c:8]1[NH:9][C:10](=[O:11])[NH:12][c:13]1[cH:14][cH:15][cH:16][cH:17][cH:18]1. Reactants: CCOCC, Cc1ccc(S(=O)(=O)Cl)cc1, Cl, NCCCCOc1ccc([N+](=O)[O-])cc1, [Na+], [OH-], O. Yields the product Cc1ccc(S(=O)(=O)NCCCCOc2ccc([N+](=O)[O-])cc2)cc1. Reaction SMILES: [CH2:31]([O:32][CH2:33][CH3:34])[CH3:35].[CH3:19][c:20]1[cH:21][cH:22][c:23]([S:26](=[O:27])(=[O:28])[Cl:29])[cH:24][cH:25]1.[ClH:1].[N+:2](=[O:3])([O-:4])[c:5]1[cH:6][cH:7][c:8]([O:9][CH2:10][CH2:11][CH2:12][CH2:13][NH2:14])[cH:15][cH:16]1.[Na+:18].[OH-:17].[OH2:30]>>[N+:2](=[O:3])([O-:4])[c:5]1[cH:6][cH:7][c:8]([O:9][CH2:10][CH2:11][CH2:12][CH2:13][NH:14][S:26]([c:23]2[cH:22][cH:21][c:20]([CH3:19])[cH:25][cH:24]2)(=[O:27])=[O:28])[cH:15][cH:16]1. The reactants are C(C#C)[C@]12CCC(C=C1CC[C@H]1[C@@H]3CCC([C@@]3(C)CC[C@H]21)=O)=O (10-(2-propynyl)-estr-4-ene-3,17-dione), dichlorodicyanoquinone. Solvent: O1CCOCC1 (dioxane), CCOCC (ether). Product: C(C#C)[C@]12C=CC(C=C1CC[C@H]1[C@@H]3CCC([C@@]3(C)CC[C@H]21)=O)=O (10-(2-propynyl)-estra-1,4-diene-3,17-dione). RXN SMILES: [CH2:1]([C@@:4]12[C@@H:21]3[C@H:12]([C@H:13]4[C@@:17]([CH2:19][CH2:20]3)([CH3:18])[C:16](=[O:22])[CH2:15][CH2:14]4)[CH2:11][CH2:10][C:9]1=[CH:8][C:7](=[O:23])[CH2:6][CH2:5]2)[C:2]#[CH:3]>O1CCOCC1.CCOCC>[CH2:1]([C@@:4]12[C@@H:21]3[C@H:12]([C@H:13]4[C@@:17]([CH2:19][CH2:20]3)([CH3:18])[C:16](=[O:22])[CH2:15][CH2:14]4)[CH2:11][CH2:10][C:9]1=[CH:8][C:7](=[O:23])[CH:6]=[CH:5]2)[C:2]#[CH:3]. Procedure: A mixture of 150 mg of 10-(2-propynyl)-estr-4-ene-3,17-dione, and 300 mg of dichlorodicyanoquinone in 10 ml of dioxane is refluxed for 20 hours. The mixture is cooled and diluted with ether and then washed with aqueous sodium carbonate and dried. The solvent is evaporated and the residue is chromatographed on silica gel in ethyl acetate/hexane to give 10-(2-propynyl)-estra-1,4-diene-3,17-dione melting at about 200°-201° C. This compound has the following structural formula ##STR11##